This data is from the Open Reaction Database (ORD), a public repository of structured organic reaction records. The task is: describe an organic reaction: reactants, conditions, products, and yield The reactants are O=C([O-])O, C1CCOC1, CC(C)[N-]C(C)C, Clc1cncc(Cl)c1, ClCCl, CI, [Li+], [Na+]. The product is Cc1c(Cl)cncc1Cl. RXN SMILES: [C:19](=[O:20])([O-:21])[OH:22].[CH2:24]1[O:25][CH2:26][CH2:27][CH2:28]1.[CH3:10][CH:11]([N-:12][CH:13]([CH3:14])[CH3:15])[CH3:16].[Cl:1][c:2]1[cH:3][n:4][cH:5][c:6]([Cl:8])[cH:7]1.[Cl:29][CH2:30][Cl:31].[I:17][CH3:18].[Li+:9].[Na+:23]>>[Cl:1][c:2]1[cH:3][n:4][cH:5][c:6]([Cl:8])[c:7]1[CH3:10]. Starting materials: C(C=1C(O)=CC=CC1)(=O)O (salicylic acid), C(C=1C(O)=CC=CC1)(=O)O (salicylic acid), C(C1=CC=CC=C1)(=O)[O-].[Zn+2].C(C1=CC=CC=C1)(=O)[O-] (zinc benzoate), C([O-])(O)=O.[NH4+] (ammonium bicarbonate). Conditions: time 1 hour. The product is C1=CC=C(C=C1)C(=O)O.C1=CC=C(C=C1)C(=O)O.[Zn] (zinc-benzoate). As a reaction SMILES: [C:1]([OH:10])(=[O:9])[C:2]1[C:3](=[CH:5][CH:6]=[CH:7][CH:8]=1)O.[C:11]([O-:19])(=[O:18])[C:12]1[CH:17]=[CH:16][CH:15]=[CH:14][CH:13]=1.[Zn+2:20].C([O-])(=O)C1C=CC=CC=1.C(=O)(O)[O-].[NH4+]>>[CH:6]1[CH:5]=[CH:3][C:2]([C:1]([OH:10])=[O:9])=[CH:8][CH:7]=1.[CH:15]1[CH:16]=[CH:17][C:12]([C:11]([OH:19])=[O:18])=[CH:13][CH:14]=1.[Zn:20] |f:1.2.3,4.5,6.7.8|. Reported procedure: The weight average molecular weight of the thus-obtained salicylic acid resin was 960. The resin was placed in a separate reactor, to which a mixture of 16.3 g of zinc benzoate and 10 g of ammonium bicarbonate, which had been prepared in advance at 150-160° C, was added little by little over 30 minutes. After the addition, stirring was continued at the same temperature for 1 hour. The contents were taken out of the reactor, cooled and then ground, thereby obtaining 79.5 g of a zinc-benzoate-modi... Reactants: CCN=C=NCCCN(C)C, ClCCl, Cl, CCS(=O)(=O)Nc1ncc(C(F)(F)F)cc1N, O=C(O)C1CCCCC1. Yields the product CCS(=O)(=O)Nc1ncc(C(F)(F)F)cc1NC(=O)C1CCCCC1. RXN SMILES: [CH2:2]([N:3]=[C:4]=[N:5][CH2:6][CH2:7][CH2:8][N:9]([CH3:10])[CH3:11])[CH3:12].[CH2:39]([Cl:40])[Cl:41].[ClH:1].[NH2:13][c:14]1[c:15]([NH:24][S:25](=[O:26])(=[O:27])[CH2:28][CH3:29])[n:16][cH:17][c:18]([C:20]([F:21])([F:22])[F:23])[cH:19]1.[OH:30][C:31](=[O:32])[CH:33]1[CH2:34][CH2:35][CH2:36][CH2:37][CH2:38]1>>[NH:13]([c:14]1[c:15]([NH:24][S:25](=[O:26])(=[O:27])[CH2:28][CH3:29])[n:16][cH:17][c:18]([C:20]([F:21])([F:22])[F:23])[cH:19]1)[C:31](=[O:30])[CH:33]1[CH2:34][CH2:35][CH2:36][CH2:37][CH2:38]1. The reactants are CCC(C)O, CCOC(C)=O, CC(C)(C)OC(=O)Cc1cnc(Cl)c(F)c1, OB(O)c1ccnc(F)c1, [K+], [K+], [K+], CC(=O)[O-], CC(=O)[O-], O=P([O-])([O-])[O-], [Pd+2]. The product is CC(C)(C)OC(=O)Cc1cnc(-c2ccnc(F)c2)c(F)c1. As a reaction SMILES: [CH3:35][CH:36]([OH:37])[CH2:38][CH3:39].[CH3:40][CH2:41][O:42][C:43](=[O:44])[CH3:45].[Cl:1][c:2]1[c:3]([F:16])[cH:4][c:5]([CH2:8][C:9](=[O:10])[O:11][C:12]([CH3:13])([CH3:14])[CH3:15])[cH:6][n:7]1.[F:17][c:18]1[n:19][cH:20][cH:21][c:22]([B:24]([OH:25])[OH:26])[cH:23]1.[K+:32].[K+:33].[K+:34].[O-:47][C:48]([CH3:49])=[O:50].[O-:51][C:52]([CH3:53])=[O:54].[P:27]([O-:28])([O-:29])([O-:30])=[O:31].[Pd+2:46]>>[c:2]1(-[c:22]2[cH:21][cH:20][n:19][c:18]([F:17])[cH:23]2)[c:3]([F:16])[cH:4][c:5]([CH2:8][C:9](=[O:10])[O:11][C:12]([CH3:13])([CH3:14])[CH3:15])[cH:6][n:7]1. Starting materials: FC=1C=C(C=NC1OC)NC1=NC=C(C=C1C1=CC(=NC(=N1)C)N(CC1=CC=C(C=C1)OC)CC1=CC=C(C=C1)OC)C(C)N1CCOCC1 (6-(2-((5-fluoro-6-methoxy-3-pyridinyl)amino)-5-(1-(4-morpholinyl)ethyl)-3-pyridinyl)-N,N-bis(4-methoxybenzyl)-2-methyl-4-pyrimidinamine). Reagents/catalysts: OS(=O)(=O)C(F)(F)F (triflic acid). Solvent: C(=O)(C(F)(F)F)O (TFA). Conditions: temperature 80 celsius. Yields the product FC=1C=C(C=NC1OC)NC1=NC=C(C=C1C1=CC(=NC(=N1)C)N)C(C)N1CCOCC1 (6-(2-((5-fluoro-6-methoxy-3-pyridinyl)amino)-5-(1-(4-morpholinyl)ethyl)-3-pyridinyl)-2-methyl-4-pyrimidinamine). Isolated yield 68.3%. Reaction SMILES: [F:1][C:2]1[CH:3]=[C:4]([NH:10][C:11]2[C:16]([C:17]3[N:22]=[C:21]([CH3:23])[N:20]=[C:19]([N:24](CC4C=CC(OC)=CC=4)CC4C=CC(OC)=CC=4)[CH:18]=3)=[CH:15][C:14]([CH:43]([N:45]3[CH2:50][CH2:49][O:48][CH2:47][CH2:46]3)[CH3:44])=[CH:13][N:12]=2)[CH:5]=[N:6][C:7]=1[O:8][CH3:9]>C(O)(C(F)(F)F)=O.OS(C(F)(F)F)(=O)=O>[F:1][C:2]1[CH:3]=[C:4]([NH:10][C:11]2[C:16]([C:17]3[N:22]=[C:21]([CH3:23])[N:20]=[C:19]([NH2:24])[CH:18]=3)=[CH:15][C:14]([CH:43]([N:45]3[CH2:46][CH2:47][O:48][CH2:49][CH2:50]3)[CH3:44])=[CH:13][N:12]=2)[CH:5]=[N:6][C:7]=1[O:8][CH3:9]. Procedure: A solution of 6-(2-((5-fluoro-6-methoxy-3-pyridinyl)amino)-5-(1-(4-morpholinyl)ethyl)-3-pyridinyl)-N,N-bis(4-methoxybenzyl)-2-methyl-4-pyrimidinamine (0.272 g, 0.400 mmol) in TFA (3 mL) was treated with a few drops of triflic acid and heated at 80° C. for 3 h. After cooling to RT, the reaction mixture was concentrated. A few ice cubes were added and saturated NaHCO3 (aq.) was added until pH of about 7. The aqueous layer was extracted with CH2Cl2/n-BuOH (3×). The combined organic layers were drie... Starting materials: BrCCBr, O=C([O-])[O-], CC(C)(C)OC(=O)NCCc1ccc(O)cc1, CCOC(C)=O, [K+], [K+], O. Product: CC(C)(C)OC(=O)NCCc1ccc(OCCBr)cc1. RXN SMILES: [Br:24][CH2:25][CH2:26][Br:27].[C:18](=[O:19])([O-:20])[O-:21].[C:1]([CH3:2])([CH3:3])([CH3:4])[O:5][C:6](=[O:7])[NH:8][CH2:9][CH2:10][c:11]1[cH:12][cH:13][c:14]([OH:17])[cH:15][cH:16]1.[CH3:29][CH2:30][O:31][C:32](=[O:33])[CH3:34].[K+:22].[K+:23].[OH2:28]>>[C:1]([CH3:2])([CH3:3])([CH3:4])[O:5][C:6](=[O:7])[NH:8][CH2:9][CH2:10][c:11]1[cH:12][cH:13][c:14]([O:17][CH2:26][CH2:25][Br:24])[cH:15][cH:16]1.